From a dataset of the Open Reaction Database (ORD), a public repository of structured organic reaction records. describe an organic reaction: reactants, conditions, products, and yield The reactants are N1=CN=CC2=C1NC=C2 (7H-pyrrolo[2,3-d]pyrimidine), C(C)(C)(C)OC(N(CC=1C=NC(=CC1)OC)C1=NC=C(C=C1)C=O)=O ((5-formyl-pyridin-2-yl)-(6-methoxy-pyridin-3-ylmethyl)-carbamic acid tert-butyl ester). The product is COC1=CC=C(C=N1)CNC1=CC=C(C=N1)C(=O)C1=CNC=2N=CN=CC21 ({6-[(6-Methoxy-pyridin-3-ylmethyl)-amino]-pyridin-3-yl}-(7H-pyrrolo[2,3-d]pyrimidin-5-yl)-methanone). Reaction SMILES: [N:1]1[C:6]2[NH:7][CH:8]=[CH:9][C:5]=2[CH:4]=[N:3][CH:2]=1.C(OC(=O)[N:16]([C:26]1[CH:31]=[CH:30][C:29]([CH:32]=[O:33])=[CH:28][N:27]=1)[CH2:17][C:18]1[CH:19]=[N:20][C:21]([O:24][CH3:25])=[CH:22][CH:23]=1)(C)(C)C>>[CH3:25][O:24][C:21]1[N:20]=[CH:19][C:18]([CH2:17][NH:16][C:26]2[N:27]=[CH:28][C:29]([C:32]([C:9]3[C:5]4[CH:4]=[N:3][CH:2]=[N:1][C:6]=4[NH:7][CH:8]=3)=[O:33])=[CH:30][CH:31]=2)=[CH:23][CH:22]=1. Reported procedure: {6-[(6-Methoxy-pyridin-3-ylmethyl)-amino]-pyridin-3-yl}-(7H-pyrrolo[2,3-d]pyrimidin-5-yl)-methanone P-0008 was prepared in three steps from 7H-pyrrolo[2,3-d]pyrimidine 6 and (5-formyl-pyridin-2-yl)-(6-methoxy-pyridin-3-ylmethyl)-carbamic acid tert-butyl ester 71 as shown in Scheme 13. The reactants are CN1CCCC1=O, CCN(C(C)C)C(C)C, COc1cc(F)ccc1[N+](=O)[O-], C1CCN(C2CCNCC2)C1. The product is COc1cc(N2CCC(N3CCCC3)CC2)ccc1[N+](=O)[O-]. RXN SMILES: [CH3:33][N:34]1[CH2:35][CH2:36][CH2:37][C:38]1=[O:39].[CH:24]([N:25]([CH:26]([CH3:27])[CH3:28])[CH2:29][CH3:30])([CH3:31])[CH3:32].[F:1][c:2]1[cH:3][c:4]([O:11][CH3:12])[c:5]([N+:8](=[O:9])[O-:10])[cH:6][cH:7]1.[N:13]1([CH:18]2[CH2:19][CH2:20][NH:21][CH2:22][CH2:23]2)[CH2:14][CH2:15][CH2:16][CH2:17]1>>[c:2]1([N:21]2[CH2:20][CH2:19][CH:18]([N:13]3[CH2:14][CH2:15][CH2:16][CH2:17]3)[CH2:23][CH2:22]2)[cH:3][c:4]([O:11][CH3:12])[c:5]([N+:8](=[O:9])[O-:10])[cH:6][cH:7]1. Starting materials: FC1=C(C=CC=C1)C1=NC(C(N(C2=C1C=CC=C2C)CC(=O)C2=C(C=CC=C2)OC)=O)NC(=O)NC2=CC(=CC=C2)C2=NN=NN2 (N-[(3RS)-2,3-dihydro-5-(2-fluorophenyl)-1-(2-methoxyphenacyl)-9-methyl-2-oxo-1H-1,4-benzodiazepin-3-yl]-N′-[3-(tetrazol-5-yl)phenyl]urea), B(Br)(Br)Br (boron tribromide), C(C)(=O)OCC (Ethyl acetate), O (water). Run in C(Cl)Cl (methylene chloride). Run at temperature 0 celsius, time 4 hour. Yields the product FC1=C(C=CC=C1)C1=NC(C(N(C2=C1C=CC=C2C)CC(=O)C2=C(C=CC=C2)O)=O)NC(=O)NC2=CC(=CC=C2)C2=NN=NN2 (N-[(3RS)-2,3-dihydro-5-(2-fluorophenyl)-1-(2-hydroxyphenacyl)-9-methyl-2-oxo-1H-1,4-benzodiazepin-3-yl]-N′-[3-(tetrazol-5-yl)phenyl]urea). Isolated yield 103.3%. RXN SMILES: [F:1][C:2]1[CH:7]=[CH:6][CH:5]=[CH:4][C:3]=1[C:8]1[C:14]2[CH:15]=[CH:16][CH:17]=[C:18]([CH3:19])[C:13]=2[N:12]([CH2:20][C:21]([C:23]2[CH:28]=[CH:27][CH:26]=[CH:25][C:24]=2[O:29]C)=[O:22])[C:11](=[O:31])[CH:10]([NH:32][C:33]([NH:35][C:36]2[CH:41]=[CH:40][CH:39]=[C:38]([C:42]3[NH:46][N:45]=[N:44][N:43]=3)[CH:37]=2)=[O:34])[N:9]=1.B(Br)(Br)Br.C(OCC)(=O)C.O>C(Cl)Cl>[F:1][C:2]1[CH:7]=[CH:6][CH:5]=[CH:4][C:3]=1[C:8]1[C:14]2[CH:15]=[CH:16][CH:17]=[C:18]([CH3:19])[C:13]=2[N:12]([CH2:20][C:21]([C:23]2[CH:28]=[CH:27][CH:26]=[CH:25][C:24]=2[OH:29])=[O:22])[C:11](=[O:31])[CH:10]([NH:32][C:33]([NH:35][C:36]2[CH:41]=[CH:40][CH:39]=[C:38]([C:42]3[NH:46][N:45]=[N:44][N:43]=3)[CH:37]=2)=[O:34])[N:9]=1. Procedure: A mixture of N-[(3RS)-2,3-dihydro-5-(2-fluorophenyl)-1-(2-methoxyphenacyl)-9-methyl-2-oxo-1H-1,4-benzodiazepin-3-yl]-N′-[3-(tetrazol-5-yl)phenyl]urea (200 mg) and 1N boron tribromide in methylene chloride (3.87 ml) was stirred at 0° C. under nitrogen stream for 4 hours and allowed to stand in a refrigerator overnight. Ethyl acetate and water were added to the reaction mixture. The separated organic layer was washed with water and brine, and then dried over magnesium sulfate. The solvent was evap...